From a dataset of the Open Reaction Database (ORD), a public repository of structured organic reaction records. describe an organic reaction: reactants, conditions, products, and yield The reactants are C(C1=CC=CC=C1)OC1=C(C=C(C=C1)C(F)(F)F)S (2-(Benzyloxy)-5-(trifluoromethyl)benzenethiol), CS(=O)(=O)C1=CC(=C(C=C1)F)Cl (3-Chloro-4-fluorophenyl methyl sulfone). The product is CS(=O)(=O)C1=CC(=C(C=C1)SC1=C(C=CC(=C1)C(F)(F)F)OCC1=CC=CC=C1)Cl (4-{[2-(Benzyloxy)-5-(trifluoromethyl)phenyl]thio}-3-chlorophenyl methyl sulfone). Reaction SMILES: [CH2:1]([O:8][C:9]1[CH:14]=[CH:13][C:12]([C:15]([F:18])([F:17])[F:16])=[CH:11][C:10]=1[SH:19])[C:2]1[CH:7]=[CH:6][CH:5]=[CH:4][CH:3]=1.[CH3:20][S:21]([C:24]1[CH:29]=[CH:28][C:27](F)=[C:26]([Cl:31])[CH:25]=1)(=[O:23])=[O:22]>>[CH3:20][S:21]([C:24]1[CH:29]=[CH:28][C:27]([S:19][C:10]2[CH:11]=[C:12]([C:15]([F:16])([F:17])[F:18])[CH:13]=[CH:14][C:9]=2[O:8][CH2:1][C:2]2[CH:3]=[CH:4][CH:5]=[CH:6][CH:7]=2)=[C:26]([Cl:31])[CH:25]=1)(=[O:23])=[O:22]. Reported procedure: The subtitle compound was prepared by the method of example 1 step (ii) using the product from step (i) and the product from example 7 step (ii), yield 0.43 g. Reaction conditions: temperature 70 celsius, time 16 hour. Starting materials: CC(Cl)c1cccnc1, CN1CCc2cc(Cl)c(O)cc2[C@@H](c2ccccc2)C1. The solvent is CN(C)C=O (DMF), CN(C)C=O (dmf), CN(C)C=O (DMF). Yields the product CC(Oc1cc2c(cc1Cl)CCN(C)C[C@H]2c1ccccc1)c1cccnc1. Reagents/catalysts: O=C([O-])[O-].[Cs+].[Cs+] (cesium carbonate), [I-].[K+] (potassium iodide). Reactants: CC(C)(C)OC(=O)N1CCC(NC(=O)NCc2ccc3c(c2)CN(C2CCC(=O)NC2=O)C3=O)CC1, CCOCC, Cl. Product: Cl, O=C1CCC(N2Cc3cc(CNC(=O)NC4CCNCC4)ccc3C2=O)C(=O)N1. As a reaction SMILES: [C:1]([O:2][C:3](=[O:4])[N:8]1[CH2:9][CH2:10][CH:11]([NH:14][C:15](=[O:16])[NH:17][CH2:18][c:19]2[cH:20][c:21]3[c:25]([cH:26][cH:27]2)[C:24](=[O:28])[N:23]([CH:29]2[C:30](=[O:36])[NH:31][C:32](=[O:35])[CH2:33][CH2:34]2)[CH2:22]3)[CH2:12][CH2:13]1)([CH3:5])([CH3:6])[CH3:7].[CH3:37][CH2:38][O:39][CH2:40][CH3:41].[ClH:42]>>[ClH:42].[NH:8]1[CH2:9][CH2:10][CH:11]([NH:14][C:15](=[O:16])[NH:17][CH2:18][c:19]2[cH:20][c:21]3[c:25]([cH:26][cH:27]2)[C:24](=[O:28])[N:23]([CH:29]2[C:30](=[O:36])[NH:31][C:32](=[O:35])[CH2:33][CH2:34]2)[CH2:22]3)[CH2:12][CH2:13]1. The product is Cc1ccc(-c2ccc(OCCCN3CCCCC3)cc2)cc1. Reactants: Brc1ccc(OCCCN2CCCCC2)cc1, O=C([O-])[O-], Cc1ccc(B(O)O)cc1, Cc1ccccc1, CCOC(C)=O, [K+], [K+]. RXN SMILES: [Br:7][c:8]1[cH:9][cH:10][c:11]([O:12][CH2:13][CH2:14][CH2:15][N:16]2[CH2:17][CH2:18][CH2:19][CH2:20][CH2:21]2)[cH:22][cH:23]1.[C:1](=[O:2])([O-:3])[O-:4].[CH3:24][c:25]1[cH:26][cH:27][c:28]([B:31]([OH:32])[OH:33])[cH:29][cH:30]1.[CH3:34][c:35]1[cH:36][cH:37][cH:38][cH:39][cH:40]1.[CH3:41][CH2:42][O:43][C:44](=[O:45])[CH3:46].[K+:5].[K+:6]>>[c:8]1(-[c:28]2[cH:27][cH:26][c:25]([CH3:24])[cH:30][cH:29]2)[cH:9][cH:10][c:11]([O:12][CH2:13][CH2:14][CH2:15][N:16]2[CH2:17][CH2:18][CH2:19][CH2:20][CH2:21]2)[cH:22][cH:23]1. Conditions: time 30 minute. Reactants: O\C=C\1/C(CCCCC1)=O (2-[1-hydroxy-meth-(Z)-ylidene]-cycloheptanone), NN (hydrazine). The solvent is CO (MeOH). Yields the product N1N=CC2=C1CCCCC2 (1,4,5,6,7,8-hexahydrocycloheptapyrazole). RXN SMILES: O/[CH:2]=[C:3]1\[C:4](=O)[CH2:5][CH2:6][CH2:7][CH2:8][CH2:9]\1.[NH2:11][NH2:12]>CO>[NH:11]1[C:4]2[CH2:5][CH2:6][CH2:7][CH2:8][CH2:9][C:3]=2[CH:2]=[N:12]1. Isolated yield 94.5%. Reported procedure: To a solution of 2-[1-hydroxy-meth-(Z)-ylidene]-cycloheptanone (1.35 g, 9.63 mmol) in MeOH (10 mL) at 0° C. was added hydrazine (0.30 mL, 9.63 mmol) dropwise. The yellow reaction mixture was stirred at room temperature for 30 min then concentrated. The residue was dissolved in CH2Cl2 and washed with water. The organic layer was dried over MgSO4 and concentrated to provide 1.24 g (95%) of 1,4,5,6,7,8-hexahydrocycloheptapyrazole as a pale yellow solid. 1H NMR (CDCl3, 400 MHz): δ (ppm) 7.28 (s, 1H)... Starting materials: Cc1ccc(Cc2ccc(C=O)cc2)o1, CC(=O)[O-], CC(=O)O, C[N+](=O)[O-], [NH4+]. Yields the product Cc1ccc(Cc2ccc(C=C[N+](=O)[O-])cc2)o1. RXN SMILES: [CH3:1][c:2]1[cH:3][cH:4][c:5]([CH2:7][c:8]2[cH:9][cH:10][c:11]([CH:12]=[O:13])[cH:14][cH:15]2)[o:6]1.[CH3:21][C:22](=[O:23])[O-:24].[CH3:25][C:26](=[O:27])[OH:28].[N+:16](=[O:17])([O-:18])[CH3:19].[NH4+:20]>>[CH3:1][c:2]1[cH:3][cH:4][c:5]([CH2:7][c:8]2[cH:9][cH:10][c:11]([CH:12]=[CH:19][N+:16](=[O:17])[O-:18])[cH:14][cH:15]2)[o:6]1. Reactants: C(C)(C)(C)OC(=O)C1=C(C=CC=C1)C1=CC=C(C=C1)CNC(NN)=S (4-[[2'-(t-butoxycarbonyl)biphenyl-4-yl]methyl]-3-thiosemicarbazide), C(CCCC)(OC)(OC)OC (trimethyl orthovalerate). Solvent: COCCO (2-methoxyethanol). Yields the product C(C)(C)(C)OC(=O)C1=C(C=CC=C1)C1=CC=C(C=C1)CN1C(NN=C1CCCC)=S (4-[[2'-(t-Butyoxycarbonyl)biphenyl-4-yl]methyl]-5-n-butyl-2,4-dihydro-3H-1,2,4-triazole-3-thione). RXN SMILES: [C:1]([O:5][C:6]([C:8]1[CH:13]=[CH:12][CH:11]=[CH:10][C:9]=1[C:14]1[CH:19]=[CH:18][C:17]([CH2:20][NH:21][C:22](=[S:25])[NH:23][NH2:24])=[CH:16][CH:15]=1)=[O:7])([CH3:4])([CH3:3])[CH3:2].[C:26](OC)(OC)(OC)[CH2:27][CH2:28][CH2:29][CH3:30]>COCCO>[C:1]([O:5][C:6]([C:8]1[CH:13]=[CH:12][CH:11]=[CH:10][C:9]=1[C:14]1[CH:15]=[CH:16][C:17]([CH2:20][N:21]2[C:26]([CH2:27][CH2:28][CH2:29][CH3:30])=[N:24][NH:23][C:22]2=[S:25])=[CH:18][CH:19]=1)=[O:7])([CH3:4])([CH3:2])[CH3:3]. Reported procedure: A solution of 1.11 g (3.1 mmole) of 4-[[2'-(t-butoxycarbonyl)biphenyl-4-yl]methyl]-3-thiosemicarbazide and 792 μl (745 mg, 4.6 mmole) of trimethyl orthovalerate in 10 ml of 2-methoxyethanol was stirred at reflux under N2 for 15 hours. The cooled solution was concentrated, and the residue was purified by column chromatography on silica gel (gradient elution with 0-1% methanol in CH2Cl2) to give a gum which could be crystallized by trituration with petroleum ether. The product (828 mg, 63%, mp 135... Reactants: CCO, [Cl-], CC(C)(C)OC(=O)NC1=NC2(c3cc([N+](=O)[O-])cc4c3OC(F)(F)O4)COCCC2CS1, [Fe], [NH4+]. Product: CC(C)(C)OC(=O)NC1=NC2(c3cc(N)cc4c3OC(F)(F)O4)COCCC2CS1. As a reaction SMILES: [CH3:35][CH2:36][OH:37].[Cl-:1].[F:3][C:4]1([F:34])[O:5][c:6]2[c:7]([cH:9][c:10]([N+:31]([O-:32])=[O:33])[cH:11][c:12]2[C:13]23[CH2:14][O:15][CH2:16][CH2:17][CH:18]2[CH2:19][S:20][C:21]([NH:23][C:24]([O:25][C:26]([CH3:27])([CH3:28])[CH3:29])=[O:30])=[N:22]3)[O:8]1.[Fe:38].[NH4+:2]>>[F:3][C:4]1([F:34])[O:5][c:6]2[c:7]([cH:9][c:10]([NH2:31])[cH:11][c:12]2[C:13]23[CH2:14][O:15][CH2:16][CH2:17][CH:18]2[CH2:19][S:20][C:21]([NH:23][C:24]([O:25][C:26]([CH3:27])([CH3:28])[CH3:29])=[O:30])=[N:22]3)[O:8]1. The reactants are CO (methanol), C1CCOC1 (THF), [OH-].[Na+] (NaOH), COC(CCC1=CC=C(C=C1)OCC1=CC=C(C=C1)OCC(C1=CC=CC=C1)=NOC)=O (3-{4-[4-(2-methoxyimino-2-phenyl-ethoxy)-benzyloxy]-phenyl}-propanoic acid methyl ester). The solvent is O (water). Run at time 3 hour. Yields the product CO\N=C(/COC1=CC=C(COC2=CC=C(C=C2)CCC(=O)O)C=C1)\C1=CC=CC=C1 (3-{4-[(4-{[(2Z)-2-(Methoxyimino)-2-phenylethyl]oxy}benzyl)oxy]phenyl}propanoic acid). The yield is 62.7%. RXN SMILES: CO.C1COCC1.C[O:9][C:10](=[O:39])[CH2:11][CH2:12][C:13]1[CH:18]=[CH:17][C:16]([O:19][CH2:20][C:21]2[CH:26]=[CH:25][C:24]([O:27][CH2:28][C:29](=[N:36][O:37][CH3:38])[C:30]3[CH:35]=[CH:34][CH:33]=[CH:32][CH:31]=3)=[CH:23][CH:22]=2)=[CH:15][CH:14]=1.[OH-].[Na+]>O>[CH3:38][O:37]/[N:36]=[C:29](/[C:30]1[CH:31]=[CH:32][CH:33]=[CH:34][CH:35]=1)\[CH2:28][O:27][C:24]1[CH:25]=[CH:26][C:21]([CH2:20][O:19][C:16]2[CH:17]=[CH:18][C:13]([CH2:12][CH2:11][C:10]([OH:39])=[O:9])=[CH:14][CH:15]=2)=[CH:22][CH:23]=1 |f:3.4|. Procedure details: To a 25 mL RB flask fitted with magnetic stirrer was charged 2 mL of methanol and 1 mL of THF. To the stirred solvent, was added 3-{4-[4-(2-methoxyimino-2-phenyl-ethoxy)-benzyloxy]-phenyl}-propanoic acid methyl ester (0.085 g, 0.19 mmol). To the stirred solution, NaOH (0.015 g, 0.375 mmol) in water (1 mL) was added. The resulting solution was stirred at RT for 3 h. After completion of the reaction (reaction monitored by TLC), the solvent was evaporated under reduced pressure. The RM was diluted ... Reactants: S(O)(O)(=O)=O (sulfuric acid), CCOCCOCCO (ethyl carbitol), [BH4-].[Na+] (sodium borohydride), CNC(C1=CC=CC=C1)=O (N-methyl benzamide). The solvent is C=1(C(=CC=CC1)C)C (xylene). Conditions: time 40 hour. Product: CNCC1=CC=CC=C1 (N-methyl benzylamine), C(C1=CC=CC=C1)O (benzyl alcohol). Reaction SMILES: CCOCCOCCO.[BH4-].[Na+].[CH3:12][NH:13][C:14](=[O:21])[C:15]1[CH:20]=[CH:19][CH:18]=[CH:17][CH:16]=1.S(=O)(=O)(O)O>C1(C)C(C)=CC=CC=1>[CH3:12][NH:13][CH2:14][C:15]1[CH:20]=[CH:19][CH:18]=[CH:17][CH:16]=1.[CH2:14]([OH:21])[C:15]1[CH:20]=[CH:19][CH:18]=[CH:17][CH:16]=1 |f:1.2|. Reported procedure: 29.8 g (0.222 mole) of ethyl carbitol was added dropwise to a mixture consisting of 2.8 g (0.074 mole) of sodium borohydride, 5 g (0.037 mole) of N-methyl benzamide and 25 ml of xylene at 120° C. over two hours. Subsequently, the mixture was agitated at the same temperature for 40 hours. After cooling to room temperature, the mixture was neutralized with dilute sulfuric acid. As a result, N-methyl benzylamine was obtained in 67.5% yield and benzyl alcohol in 7.7% yield, respectively. 23.6% of N-...